From a dataset of the Open Reaction Database (ORD), a public repository of structured organic reaction records. describe an organic reaction: reactants, conditions, products, and yield Starting materials: CI, CCOC(C)=O, CN(C)C=O, [H-], [Na+], CC(C)(C)OC(=O)Nc1cnc2ccc(=O)n(CC3OCCO3)c2c1, O. Yields the product CN(C(=O)OC(C)(C)C)c1cnc2ccc(=O)n(CC3OCCO3)c2c1. RXN SMILES: [CH3:28][I:29].[CH3:30][CH2:31][O:32][C:33](=[O:34])[CH3:35].[CH3:36][N:37]([CH3:38])[CH:39]=[O:40].[H-:26].[Na+:27].[O:1]1[CH:2]([CH2:6][n:7]2[c:8]3[cH:9][c:10]([NH:18][C:19]([O:20][C:21]([CH3:22])([CH3:23])[CH3:24])=[O:25])[cH:11][n:12][c:13]3[cH:14][cH:15][c:16]2=[O:17])[O:3][CH2:4][CH2:5]1.[OH2:41]>>[O:1]1[CH:2]([CH2:6][n:7]2[c:8]3[cH:9][c:10]([N:18]([C:19]([O:20][C:21]([CH3:22])([CH3:23])[CH3:24])=[O:25])[CH3:30])[cH:11][n:12][c:13]3[cH:14][cH:15][c:16]2=[O:17])[O:3][CH2:4][CH2:5]1. Starting materials: C(C1=CC=CC=C1)N1C(CC(CC1)O)C(=O)O (1-benzyl-4-hydroxypiperidine-2-carboxylic acid), C(=O)[O-].[NH4+] (ammonium formate). Reagents/catalysts: [Pd] (palladium on carbon). Solvent: CO (methanol). The product is OC1CC(NCC1)C(=O)OC (methyl 4-hydroxypiperidine-2-carboxylate). Isolated yield 123.0%. RXN SMILES: C([N:8]1[CH2:13][CH2:12][CH:11]([OH:14])[CH2:10][CH:9]1[C:15]([OH:17])=[O:16])C1C=CC=CC=1.[CH:18]([O-])=O.[NH4+]>CO.[Pd]>[OH:14][CH:11]1[CH2:12][CH2:13][NH:8][CH:9]([C:15]([O:17][CH3:18])=[O:16])[CH2:10]1 |f:1.2|. Procedure details: To a stirred solution of the product of step B (600 mg, 2.4 mmol) in methanol (15 mL) was added 10% palladium on carbon (60 mg) and ammonium formate (1.26 g, 20.0 mmol). The reaction mixture was heated to reflux for 2 h, cooled to ambient temperature then filtered through Celite. The filtrate was concentrated in vacuo to afford methyl 4-hydroxypiperidine-2-carboxylate (470 mg, 95%) as a colorless oil which was carried forward without purification: 1H NMR (CDCl3, 400 MHz) δ 3.76-3.74 (m, 4H), 3.4... Reactants: O=C([O-])C(O)C(O)C(=O)[O-], CCOC(=O)C(C)(C)CCCCCOC1CCCCO1, CC(C)C[AlH]CC(C)C, [K+], [Na+]. Yields the product CC(C)(CO)CCCCCOC1CCCCO1. As a reaction SMILES: [C:30]([CH:31]([CH:32]([C:33]([O-:34])=[O:35])[OH:36])[OH:37])([O-:38])=[O:39].[CH3:1][C:2]([C:3](=[O:4])[O:5][CH2:6][CH3:7])([CH2:8][CH2:9][CH2:10][CH2:11][CH2:12][O:13][CH:14]1[O:15][CH2:16][CH2:17][CH2:18][CH2:19]1)[CH3:20].[CH3:21][CH:22]([CH2:23][AlH:24][CH2:25][CH:26]([CH3:27])[CH3:28])[CH3:29].[K+:41].[Na+:40]>>[CH3:1][C:2]([CH2:3][OH:4])([CH2:8][CH2:9][CH2:10][CH2:11][CH2:12][O:13][CH:14]1[O:15][CH2:16][CH2:17][CH2:18][CH2:19]1)[CH3:20]. The reactants are N[C@@H](C(=O)N1CCC(CC1)(C(=O)OC)C1=CC=C(C=C1)Cl)C(C)C ((R)-methyl 1-(2-amino-3-methylbutanoyl)-4-(4-chlorophenyl)piperidine-4-carboxylate), C(C1=CC=CC=C1)(=O)Cl (benzoyl chloride), C(C)N(C(C)C)C(C)C (N-ethyl-N-isopropylpropan-2-amine). Solvent: C(Cl)Cl (CH2Cl2). Conditions: time 1 hour. The product is C(C1=CC=CC=C1)(=O)N[C@@H](C(=O)N1CCC(CC1)(C(=O)OC)C1=CC=C(C=C1)Cl)C(C)C ((R)-methyl 1-(2-benzamido-3-methylbutanoyl)-4-(4-chlorophenyl)piperidine-4-carboxylate). Yield: 91.0%. Reaction SMILES: [NH2:1][C@H:2]([CH:22]([CH3:24])[CH3:23])[C:3]([N:5]1[CH2:10][CH2:9][C:8]([C:15]2[CH:20]=[CH:19][C:18]([Cl:21])=[CH:17][CH:16]=2)([C:11]([O:13][CH3:14])=[O:12])[CH2:7][CH2:6]1)=[O:4].[C:25](Cl)(=[O:32])[C:26]1[CH:31]=[CH:30][CH:29]=[CH:28][CH:27]=1.C(N(C(C)C)C(C)C)C>C(Cl)Cl>[C:25]([NH:1][C@H:2]([CH:22]([CH3:24])[CH3:23])[C:3]([N:5]1[CH2:10][CH2:9][C:8]([C:15]2[CH:16]=[CH:17][C:18]([Cl:21])=[CH:19][CH:20]=2)([C:11]([O:13][CH3:14])=[O:12])[CH2:7][CH2:6]1)=[O:4])(=[O:32])[C:26]1[CH:31]=[CH:30][CH:29]=[CH:28][CH:27]=1. Procedure details: To a solution of (R)-methyl 1-(2-amino-3-methylbutanoyl)-4-(4-chlorophenyl)piperidine-4-carboxylate (396 mg, 1.123 mmol) and benzoyl chloride (0.139 ml, 1.2 mmol) in CH2Cl2 (5 mL) was added N-ethyl-N-isopropylpropan-2-amine (0.401 mL, 2.3 mmol). The mixture was stirred for 1 h at rt. The reaction was quenched with NaHCO3 (aq), extracted with dichloromethane, dried over Na2SO4 and concentrated. The residue was purified via column chromatography (20% EtOAc/heptane) to give (R)-methyl 1-(2-benzamid... The reactants are C(CCC)N(CCCC)CCCC (tributylamine), C(C)(C)N=C=NC(C)C (Diisopropylcarbodiimide), C1=CN(C(=O)NC1=O)[C@H]2[C@@H]([C@@H]([C@H](O2)COP(=O)(O)OP(=O)(O)OP(=O)(O)O)O)O.C(CCC)N(CCCC)CCCC (UTP tributylamine), C1=CN(C(=O)NC1=O)[C@H]2[C@@H]([C@@H]([C@H](O2)COP(=O)([O-])OP(=O)([O-])OP(=O)([O-])OP(=O)([O-])OC[C@@H]3[C@H]([C@H]([C@@H](O3)N4C=CC(=O)NC4=O)O)O)O)O.[Na+].[Na+].[Na+].[Na+] (Up4U), ( 2 ), ( 1 ), [Cl-].[Mg+2].[Cl-] (magnesium chloride). Solvent: CN(C=O)C (dimethylformamide), CN(C=O)C (dimethylformamide), CN(C=O)C (dimethylformamide). Conditions: time 3 hour. The product is C1=CN(C(=O)NC1=O)[C@H]2[C@@H]([C@@H]([C@H](O2)COP(=O)(O)OP(=O)(O)OP(=O)(O)O)O)O (UTP). The yield is 84.2%. As a reaction SMILES: C(N=C=NC(C)C)(C)C.[CH:10]1[C:16](=[O:17])[NH:15][C:13](=[O:14])[N:12]([C@@H:18]2[O:22][C@H:21]([CH2:23][O:24][P:25]([O:28][P:29]([O:32][P:33]([OH:36])([OH:35])=[O:34])([OH:31])=[O:30])([OH:27])=[O:26])[C@@H:20]([OH:37])[C@H:19]2[OH:38])[CH:11]=1.C(N(CCCC)CCCC)CCC.C(N(CCCC)CCCC)CCC.[Cl-].[Mg+2].[Cl-].C1C(=O)NC(=O)N([C@@H]2O[C@H](COP(OP(OP(OP(OC[C@H]3O[C@@H](N4C(=O)NC(=O)C=C4)[C@H](O)[C@@H]3O)([O-])=O)([O-])=O)([O-])=O)([O-])=O)[C@@H](O)[C@H]2O)C=1.[Na+].[Na+].[Na+].[Na+]>CN(C)C=O>[CH:10]1[C:16](=[O:17])[NH:15][C:13](=[O:14])[N:12]([C@@H:18]2[O:22][C@H:21]([CH2:23][O:24][P:25]([O:28][P:29]([O:32][P:33]([OH:35])([OH:36])=[O:34])([OH:31])=[O:30])([OH:27])=[O:26])[C@@H:20]([OH:37])[C@H:19]2[OH:38])[CH:11]=1 |f:1.2,4.5.6,7.8.9.10.11|. Reported procedure: Diisopropylcarbodiimide (364 μL, 2.37 mmol) was added to the dimethylformamide solution of UTP tributylamine salt prepared above in (1), and the mixture was stirred at room temperature for three hours. To the mixture were added the 0.184 M dimethylformamide solution of UMP tributylamine salt prepared above in (2) and a solution of anhydrous magnesium chloride (207.5 mg, 2.179 mmol) in dimethylformamide (4.9 mL), followed by stirring at room temperature for 255 minutes. The resultant reaction mix...